From a dataset of the Open Reaction Database (ORD), a public repository of structured organic reaction records. describe an organic reaction: reactants, conditions, products, and yield Starting materials: IC1=CC=C(C=C1)C(=O)N1CCN(CC1)C1=NC(=C(C=C1C)C)C ((4-iodophenyl) [4-(3,5,6-trimethylpyridin-2-yl)piperazin-1-yl]methanone), COC1=CC=C(CN2C(N(C(C2=O)C)C2=CC=C(C=C2)C(=O)N2CCN(CC2)C2=NC(=C(C=C2C)C)C)=O)C=C1 (3-(4-methoxybenzyl)-5-methyl-1-{4-[4-(3,5,6-trimethylpyridin-2-yl)piperazine-1-carbonyl]phenyl}imidazolidine-2,4-dione), COC1=CC=C(CN2C(NC(C2=O)C)=O)C=C1 (3-(4-methoxybenzyl)-5-methylimidazolidine-2,4-dione). The product is CC1C(NC(N1C1=CC=C(C=C1)C(=O)N1CCN(CC1)C1=NC(=C(C=C1C)C)C)=O)=O (5-methyl-1-{4-[4-(3,5,6-trimethylpyridin-2-yl)piperazine-1-carbonyl]phenyl}imidazolidine-2,4-dione). As a reaction SMILES: IC1C=CC(C(N2CCN(C3C(C)=CC(C)=C(C)N=3)CC2)=O)=CC=1.COC1C=CC(CN2C(=O)C(C)NC2=O)=CC=1.COC1C=CC(C[N:49]2[C:53](=[O:54])[CH:52]([CH3:55])[N:51]([C:56]3[CH:61]=[CH:60][C:59]([C:62]([N:64]4[CH2:69][CH2:68][N:67]([C:70]5[C:75]([CH3:76])=[CH:74][C:73]([CH3:77])=[C:72]([CH3:78])[N:71]=5)[CH2:66][CH2:65]4)=[O:63])=[CH:58][CH:57]=3)[C:50]2=[O:79])=CC=1>>[CH3:55][CH:52]1[N:51]([C:56]2[CH:61]=[CH:60][C:59]([C:62]([N:64]3[CH2:65][CH2:66][N:67]([C:70]4[C:75]([CH3:76])=[CH:74][C:73]([CH3:77])=[C:72]([CH3:78])[N:71]=4)[CH2:68][CH2:69]3)=[O:63])=[CH:58][CH:57]=2)[C:50](=[O:79])[NH:49][C:53]1=[O:54]. Procedure: Using (4-iodophenyl) [4-(3,5,6-trimethylpyridin-2-yl)piperazin-1-yl]methanone (348 mg) described in Preparation Example 120 and 3-(4-methoxybenzyl)-5-methylimidazolidine-2,4-dione (187 mg) described in Preparation Example 51 and by the reaction and treatment in the same manner as in Example 508, the title compound (166 mg) was obtained via 3-(4-methoxybenzyl)-5-methyl-1-{4-[4-(3,5,6-trimethylpyridin-2-yl)piperazine-1-carbonyl]phenyl}imidazolidine-2,4-dione. Reactants: ClCCCl, CN1CCOCC1, O=C(O)C(CC(=O)N1CCOCC1)CC1CCCCC1, CCC(N)C(O)c1nc2ccccc2o1, On1nnc2ccccc21. Product: CCC(NC(=O)C(CC(=O)N1CCOCC1)CC1CCCCC1)C(O)c1nc2ccccc2o1. Reaction SMILES: [CH2:46]([Cl:47])[CH2:48][Cl:49].[CH3:50][N:51]1[CH2:52][CH2:53][O:54][CH2:55][CH2:56]1.[CH:1]1([CH2:7][CH:8]([C:9](=[O:10])[OH:11])[CH2:12][C:13](=[O:14])[N:15]2[CH2:16][CH2:17][O:18][CH2:19][CH2:20]2)[CH2:2][CH2:3][CH2:4][CH2:5][CH2:6]1.[NH2:21][CH:22]([CH:23]([OH:24])[c:25]1[o:26][c:27]2[c:28]([n:29]1)[cH:30][cH:31][cH:32][cH:33]2)[CH2:34][CH3:35].[OH:36][n:37]1[c:38]2[c:39]([cH:40][cH:41][cH:42][cH:43]2)[n:44][n:45]1>>[CH:1]1([CH2:7][CH:8]([C:9](=[O:11])[NH:21][CH:22]([CH:23]([OH:24])[c:25]2[o:26][c:27]3[c:28]([n:29]2)[cH:30][cH:31][cH:32][cH:33]3)[CH2:34][CH3:35])[CH2:12][C:13](=[O:14])[N:15]2[CH2:16][CH2:17][O:18][CH2:19][CH2:20]2)[CH2:2][CH2:3][CH2:4][CH2:5][CH2:6]1.